Dataset: the Open Reaction Database (ORD), a public repository of structured organic reaction records. Task: describe an organic reaction: reactants, conditions, products, and yield Starting materials: S(O)(O)(=O)=O (sulfuric acid), [N+](=O)(O)[O-] (nitric acid), ice water, S(O)(O)(=O)=O (sulfuric acid), OC1=C(C=C(C=C1)C(C(F)(F)F)(C(F)(F)F)O)CCC (2-(4-hydroxy-3-propylphenyl)-1,1,1,3,3,3-hexafluoro-2-propanol). Reaction conditions: temperature 40 celsius, time 3 hour. Yields the product OC1=C(C=C(C=C1CCC)C(C(F)(F)F)(C(F)(F)F)O)[N+](=O)[O-] (2-(4-hydroxy-3-nitro-5-propylphenyl)-1,1,1,3,3,3-hexafluoro-2-propanol). Isolated yield 16.0%. As a reaction SMILES: S(=O)(=O)(O)O.[OH:6][C:7]1[CH:12]=[CH:11][C:10]([C:13]([OH:22])([C:18]([F:21])([F:20])[F:19])[C:14]([F:17])([F:16])[F:15])=[CH:9][C:8]=1[CH2:23][CH2:24][CH3:25].[N+:26]([O-])([OH:28])=[O:27]>>[OH:6][C:7]1[C:8]([CH2:23][CH2:24][CH3:25])=[CH:9][C:10]([C:13]([OH:22])([C:14]([F:15])([F:16])[F:17])[C:18]([F:19])([F:20])[F:21])=[CH:11][C:12]=1[N+:26]([O-:28])=[O:27]. Reported procedure: Concentrated sulfuric acid (1.2 mL) was added to 2-(4-hydroxy-3-propylphenyl)-1,1,1,3,3,3-hexafluoro-2-propanol (500 mg, 1.65 mmol) under ice-cooling. Then, a mixed solution of nitric acid (109 μL) and concentrated sulfuric acid (219 μL) was added dropwise at 30 to 35° C., followed by stirring at 40° C. for three hours. The reaction solution was cooled and then added dropwise to ice water. After neutralization to pH 7 with a sodium hydroxide solution (1 mol/L), the neutralized solution was conce... Starting materials: CC(=O)O, CCOC(C)=O, CSc1cc(Cl)ccc1N(C)S(=O)(=O)c1ccc(C)cc1, O, OO. The product is Cc1ccc(S(=O)(=O)N(C)c2ccc(Cl)cc2S(C)=O)cc1. As a reaction SMILES: [CH3:25][C:26](=[O:27])[OH:28].[CH3:29][CH2:30][O:31][C:32](=[O:33])[CH3:34].[Cl:1][c:2]1[cH:3][c:4]([S:20][CH3:21])[c:5]([N:6]([S:7](=[O:8])(=[O:9])[c:10]2[cH:11][cH:12][c:13]([CH3:16])[cH:14][cH:15]2)[CH3:17])[cH:18][cH:19]1.[OH2:22].[OH:23][OH:24]>>[Cl:1][c:2]1[cH:3][c:4]([S:20]([CH3:21])=[O:22])[c:5]([N:6]([S:7](=[O:8])(=[O:9])[c:10]2[cH:11][cH:12][c:13]([CH3:16])[cH:14][cH:15]2)[CH3:17])[cH:18][cH:19]1. Starting materials: C1=CC=CC=C1 (Benzene), C(\C=C\C)(=O)Cl (crotonoyl chloride), [Cl-].[Al+3].[Cl-].[Cl-] (aluminium chloride), ClCCl (dichloromethane). Product: CC1=CC=C(C=C1)C(\C=C\C)=O (1-methyl-4-crotonoylbenzene). RXN SMILES: [CH:1]1[CH:6]=[CH:5][CH:4]=[CH:3][CH:2]=1.[C:7](Cl)(=[O:11])/[CH:8]=[CH:9]/[CH3:10].[Cl-].[Al+3].[Cl-].[Cl-].Cl[CH2:18]Cl>>[CH3:18][C:1]1[CH:6]=[CH:5][C:4]([C:7](=[O:11])/[CH:8]=[CH:9]/[CH3:10])=[CH:3][CH:2]=1 |f:2.3.4.5|. Procedure details: Benzene (1 mL), crotonoyl chloride (236 mg), and aluminium chloride (160 mg) were reacted in dichloromethane (1.5 mL) at from 0° C. to room temperature for 4 hours. The resultant was treated in the same manner as described in Example 1 to obtain the title compound (126 mg). The reactants are [Br-].C(C1=CC=CC=C1)OC1=CC=C(C(=O)NCC[N+]23C[C@@H](C(CC2)CC3)OC(C(C3=CC=CC=C3)(C3=CC=CC=C3)O)=O)C=C1 ((R)-1-[2-(4-Benzyloxy-benzoylamino)-ethyl]-3-(2-hydroxy-2,2-diphenyl-acetoxy)-1-azonia-bicyclo[2.2.2]octane bromide). The reagents and catalysts are [Pd] (Pd on carbon). Solvent: CN(C)C=O (DMF). Conditions: time 3 hour. The product is [Br-].OC1=CC=C(C(=O)NCC[N+]23C[C@@H](C(CC2)CC3)OC(C(C3=CC=CC=C3)(C3=CC=CC=C3)O)=O)C=C1 ((R)-1-[2-(4-Hydroxy-benzoylamino)-ethyl]-3-(2-hydroxy-2,2-diphenyl-acetoxy)-1-azonia-bicyclo[2.2.2]octane bromide). Reaction SMILES: [Br-:1].C([O:9][C:10]1[CH:45]=[CH:44][C:13]([C:14]([NH:16][CH2:17][CH2:18][N+:19]23[CH2:26][CH2:25][CH:22]([CH2:23][CH2:24]2)[C@@H:21]([O:27][C:28](=[O:43])[C:29]([OH:42])([C:36]2[CH:41]=[CH:40][CH:39]=[CH:38][CH:37]=2)[C:30]2[CH:35]=[CH:34][CH:33]=[CH:32][CH:31]=2)[CH2:20]3)=[O:15])=[CH:12][CH:11]=1)C1C=CC=CC=1>CN(C=O)C.[Pd]>[Br-:1].[OH:9][C:10]1[CH:11]=[CH:12][C:13]([C:14]([NH:16][CH2:17][CH2:18][N+:19]23[CH2:24][CH2:23][CH:22]([CH2:25][CH2:26]2)[C@@H:21]([O:27][C:28](=[O:43])[C:29]([OH:42])([C:36]2[CH:37]=[CH:38][CH:39]=[CH:40][CH:41]=2)[C:30]2[CH:35]=[CH:34][CH:33]=[CH:32][CH:31]=2)[CH2:20]3)=[O:15])=[CH:44][CH:45]=1 |f:0.1,4.5|. Procedure: To a solution of (R)-1-[2-(4-Benzyloxy-benzoylamino)-ethyl]-3-(2-hydroxy-2,2-diphenyl-acetoxy)-1-azonia-bicyclo[2.2.2]octane bromide (0.075 g, 0.11 mmol) in DMF (1 ml) under an argon atmosphere is added 10% Pd on carbon (40 mg) and the resulting solution hydrogenated for 3 hours. The catalyst is then removed by filtration and concentration in vacuo yields the title compound. Starting materials: [Li]CCCC, C#C[Si](C)(C)C, ClCCCI, C1CCOC1, O. Yields the product C[Si](C)(C)C#CCCCCl. Reaction SMILES: [CH2:7]([Li:8])[CH2:9][CH2:10][CH3:11].[CH3:1][Si:2]([CH3:3])([CH3:4])[C:5]#[CH:6].[Cl:12][CH2:13][CH2:14][CH2:15][I:16].[O:18]1[CH2:19][CH2:20][CH2:21][CH2:22]1.[OH2:17]>>[CH3:1][Si:2]([CH3:3])([CH3:4])[C:5]#[C:6][CH2:15][CH2:14][CH2:13][Cl:12]. Reactants: S(=O)(Cl)Cl (thionyl chloride), CO (methanol), CNC1(CC1)C(=O)O (1-methylamino-cyclopropane-1-carboxylic acid). Conditions: time 5 hour. Yields the product Cl.CNC1(CC1)C(=O)OC (methyl 1-methylamino-cyclopropane-1-carboxylate hydrochloride). Isolated yield 86.6%. RXN SMILES: S(Cl)([Cl:3])=O.[CH3:5][NH:6][C:7]1([C:10]([OH:12])=[O:11])[CH2:9][CH2:8]1.[CH3:13]O>>[ClH:3].[CH3:5][NH:6][C:7]1([C:10]([O:12][CH3:13])=[O:11])[CH2:9][CH2:8]1 |f:3.4|. Reported procedure: 86.5 g (1.2 mol) of thionyl chloride were added dropwise to 300 ml of methanol at -10° C., and thereafter 36.9 g (0.32 mol) of 1-methylamino-cyclopropane-1-carboxylic acid were introduced in portions. Stirring was carried out for 5 hours at room temperature, and the mixture was allowed to stand overnight. The mixture was worked up by filtering it, evaporating down the filtrate in vacuo and heating the residue together with 7 g of active carbon for 10 minutes in methanol. After filtration and eva... Reactants: Cl.NO (Hydroxylamine, hydrochloride), Cl.ClC=1C=C(C=CC1)C1=CC(NC2=CC=C(C=C12)C(C1=CC=C(C=O)C=C1)(C1=CN=CN1C)O)=O ((±)-4-[[4-(3-chlorophenyl)-1,2-dihydro-2-oxo-6-quinolinyl]hydroxy(1-methyl-1H-imidazol-5-yl)methyl]benzaldehyde monohydrochloride), C(C)O (ethanol), C(=O)([O-])[O-].[K+].[K+] (K2CO3). Conditions: time 30 minute. The product is ClC=1C=C(C=CC1)C1=CC(NC2=CC=C(C=C12)C(C1=CC=C(C=NO)C=C1)(C1=CN=CN1C)OCC)=O (4-[[4-(3-chlorophenyl)-1,2-dihydro-2-oxo-6-quinolinyl]ethoxy(1-methyl-1H-imidazol-5-yl)methyl]benzaldehyde oxime). As a reaction SMILES: Cl.[NH2:2][OH:3].Cl.[Cl:5][C:6]1[CH:7]=[C:8]([C:12]2[C:21]3[C:16](=[CH:17][CH:18]=[C:19]([C:22]([OH:37])([C:31]4[N:35]([CH3:36])[CH:34]=[N:33][CH:32]=4)[C:23]4[CH:30]=[CH:29][C:26]([CH:27]=O)=[CH:25][CH:24]=4)[CH:20]=3)[NH:15][C:14](=[O:38])[CH:13]=2)[CH:9]=[CH:10][CH:11]=1.C([O-])([O-])=O.[K+].[K+].[CH2:45](O)[CH3:46]>>[Cl:5][C:6]1[CH:7]=[C:8]([C:12]2[C:21]3[C:16](=[CH:17][CH:18]=[C:19]([C:22]([O:37][CH2:45][CH3:46])([C:31]4[N:35]([CH3:36])[CH:34]=[N:33][CH:32]=4)[C:23]4[CH:30]=[CH:29][C:26]([CH:27]=[N:2][OH:3])=[CH:25][CH:24]=4)[CH:20]=3)[NH:15][C:14](=[O:38])[CH:13]=2)[CH:9]=[CH:10][CH:11]=1 |f:0.1,2.3,4.5.6|. Reported procedure: Hydroxylamine, hydrochloride (0.0131 mol) was added to a solution of (±)-4-[[4-(3-chlorophenyl)-1,2-dihydro-2-oxo-6-quinolinyl]hydroxy(1-methyl-1H-imidazol-5-yl)methyl]benzaldehyde monohydrochloride (described in Example B1) (0.0087 mol) in ethanol (45 ml). The mixture was stirred at room temperature for 1 hour and 30 minutes then refluxed for 2 hours, poured out into K2CO3 10% and extracted with EtOAc. The organic layer was separated, dried MgSO4), filtered and the solvent was evaporated. The r... Starting materials: C[Si](C)(C)C#C ((Trimethylsilyl)acetylene), C(C)[Zn]CC (diethylzinc), BrC1=CC=C(C=C1)C1=C(C(=NO1)C)\C=N\S(=O)(=O)C (N-[1-[5-(4-Bromo-phenyl)-3-methyl-isoxazol-4-yl]-meth-(E)-ylidene]-methanesulfonamide). Solvent: C1(=CC=CC=C1)C (toluene). Conditions: time 1 hour. Yields the product BrC1=CC=C(C=C1)C1=C(C(=NO1)C)C(C#C[Si](C)(C)C)NS(=O)(=O)C (N-{1-[5-(4-Bromo-phenyl)-3-methyl-isoxazol-4-yl]-3-trimethylsilanyl-prop-2-ynyl}-methanesulfonamide). RXN SMILES: [CH3:1][Si:2]([C:5]#[CH:6])([CH3:4])[CH3:3].C([Zn]CC)C.[Br:12][C:13]1[CH:18]=[CH:17][C:16]([C:19]2[O:23][N:22]=[C:21]([CH3:24])[C:20]=2/[CH:25]=[N:26]/[S:27]([CH3:30])(=[O:29])=[O:28])=[CH:15][CH:14]=1>C1(C)C=CC=CC=1>[Br:12][C:13]1[CH:18]=[CH:17][C:16]([C:19]2[O:23][N:22]=[C:21]([CH3:24])[C:20]=2[CH:25]([NH:26][S:27]([CH3:30])(=[O:29])=[O:28])[C:6]#[C:5][Si:2]([CH3:4])([CH3:3])[CH3:1])=[CH:15][CH:14]=1. Reported procedure: (Trimethylsilyl)acetylene (0.6926 mL, 5 mmol) and diethylzinc (1.1M in toluene, 4.54 mL, 5 mmol) were dissolved in toluene (15.5 mL) and stirred for 1 hour at room temperature. Then, N-[1-[5-(4-Bromo-phenyl)-3-methyl-isoxazol-4-yl]-meth-(E)-ylidene]-methanesulfonamide (1 g, 0.291 mmol) was added and the reaction was heated to 60° C. for 20 hours. The reaction was quenched with H2O and submitted to aqueous workup then purified via silica gel chromatography to yield the title compound which was br...